This data is from the Open Reaction Database (ORD), a public repository of structured organic reaction records. The task is: describe an organic reaction: reactants, conditions, products, and yield Yields the product CN(C)C[C@@H]1CN([C@@H](CO1)C)C1=CC(=NC(=N1)NC)C1=CC=C2C(=NNC2=C1)N (6-[6-{(2R,5R)-2-[(Dimethylamino)methyl]-5-methyl-4-morpholinyl}-2-(methylamino)-4-pyrimidinyl]-1H-indazol-3-amine). Reaction conditions: temperature 100 celsius, time 15 hour. Reactants: CN(C)C[C@@H]1CN([C@@H](CO1)C)C1=CC(=NC(=N1)NC)C1=CC(=C(C#N)C=C1)F (4-[6-{(2R,5R)-2-[(dimethylamino)methyl]-5-methyl-4-morpholinyl}-2-(methylamino)-4-pyrimidinyl]-2-fluorobenzonitrile), O.NN (hydrazine monohydrate). Reported procedure: A mixture of 4-[6-{(2R,5R)-2-[(dimethylamino)methyl]-5-methyl-4-morpholinyl}-2-(methylamino)-4-pyrimidinyl]-2-fluorobenzonitrile (58 mg, 0.15 mmol) and hydrazine monohydrate (0.10 mL, 3.21 mmol) in 1,4-dioxane (2 mL) was stirred at 100° C. in a sealed tube for 15 hours. The reaction mixture was then cooled and concentrated in vacuo, and the residue was purified by flash chromatography (24 g SiO2, CH2Cl2 to 90/10/1 CH2Cl2/CH3OH/NH4OH gradient) to give the title compound (44 mg) as an off-white so... Solvent: O1CCOCC1 (1,4-dioxane). The yield is 74.0%. As a reaction SMILES: [CH3:1][N:2]([CH2:4][C@H:5]1O[CH2:9][C@@H:8]([CH3:11])[N:7]([C:12]2[N:17]=[C:16]([NH:18][CH3:19])[N:15]=[C:14]([C:20]3[CH:27]=[CH:26][C:23]([C:24]#[N:25])=[C:22](F)[CH:21]=3)[CH:13]=2)[CH2:6]1)[CH3:3].[OH2:29].[NH2:30][NH2:31]>O1CCOCC1>[CH3:1][N:2]([CH2:4][C@H:5]1[O:29][CH2:11][C@@H:8]([CH3:9])[N:7]([C:12]2[N:17]=[C:16]([NH:18][CH3:19])[N:15]=[C:14]([C:20]3[CH:27]=[C:26]4[C:23]([C:24]([NH2:25])=[N:30][NH:31]4)=[CH:22][CH:21]=3)[CH:13]=2)[CH2:6]1)[CH3:3] |f:1.2|. The reactants are CN1N=C(C(=C1C)N)C (1,3,5-trimethylpyrazol-4-amine), C(C)(=O)[O-].[K+] (potassium acetate), C(C)(=O)OC(C)=O (acetic anhydride). The solvent is CCOC(=O)C (EtOAc). Reaction conditions: temperature 25 celsius, time 8 hour. Yields the product CN1N=C(C(=C1C)NC(C)=O)C (N-(1,3,5-trimethylpyrazol-4-yl)acetamide). Isolated yield 104.0%. RXN SMILES: [CH3:1][N:2]1[C:6]([CH3:7])=[C:5]([NH2:8])[C:4]([CH3:9])=[N:3]1.[C:10]([O-])(=[O:12])[CH3:11].[K+].C(OC(=O)C)(=O)C>CCOC(C)=O>[CH3:1][N:2]1[C:6]([CH3:7])=[C:5]([NH:8][C:10](=[O:12])[CH3:11])[C:4]([CH3:9])=[N:3]1 |f:1.2|. Procedure: A suspension of 1,3,5-trimethylpyrazol-4-amine (1 g, 7.99 mmol), potassium acetate (0.862 g, 8.79 mmol) and acetic anhydride (0.889 mL, 7.99 mmol) in EtOAc (25 mL) was stirred at 25° C. overnight. Silica gel was added and the mixture was concentrated. The crude product was purified by flash chromatography on silica gel eluting with 0 to 5% MeOH in DCM. The solvent was evaporated to dryness to afford N-(1,3,5-trimethylpyrazol-4-yl)acetamide (1.390 g, 104%) as a off-white solid. Mass spectrum: MH+... Product: NC=1SC=C(N1)C(C(=O)O)=CC (2-(2-Aminothiazol-4-yl)-2-butenoic acid). RXN SMILES: C([NH:4][C:5]1[S:6][CH:7]=[C:8]([C:10](=[CH:16][CH3:17])[C:11]([O:13]CC)=[O:12])[N:9]=1)(=O)C.[OH-].[K+].Cl>O>[NH2:4][C:5]1[S:6][CH:7]=[C:8]([C:10](=[CH:16][CH3:17])[C:11]([OH:13])=[O:12])[N:9]=1 |f:1.2|. The solvent is O (water). Reaction conditions: time 45 minute. Procedure: 8.4 parts by weight and ethyl 2-(2-acetamidothiazol-4-yl)-2-butenoate are added to a solution, warmed to 90° C., of 18.8 parts by weight of potassium hydroxide in 168 parts by volume of water. The solution is stirred for 45 minutes at the same temperature, cooled and brought to pH 3.6 with concentrated hydrochloric acid, with cooling. Reactants: 18.8, [OH-].[K+] (potassium hydroxide), C(C)(=O)NC=1SC=C(N1)C(C(=O)OCC)=CC (ethyl 2-(2-acetamidothiazol-4-yl)-2-butenoate), Cl (hydrochloric acid). Starting materials: C(#N)C1=CC=C(C=C1)C1=CC(=C(C=C1)OC[C@@H]1C[C@H](C(N1CCCC1=CC=CC=C1)=O)CC(=O)OC)[N+](=O)[O-] ((3S,5S)-5-[(4'-cyano-3-nitro-4-biphenylyl)oxymethyl]-3-[(methoxycarbonyl)methyl]-1-(3-phenylpropyl)-2-pyrrolidinone), CN(C=O)C (dimethylformamide). Reagents/catalysts: [Pd] (palladium). Run in C(C)O (ethanol). Yields the product NC=1C=C(C=CC1OC[C@@H]1C[C@H](C(N1CCCC1=CC=CC=C1)=O)CC(=O)OC)C1=CC=C(C=C1)C#N ((3S,5S)-5-[(3-Amino-4'-cyano-4-biphenylyl)oxymethyl]-3-[(methoxycarbonyl)methyl]-1-(3-phenylpropyl)-2-pyrrolidinone). Reaction SMILES: [C:1]([C:3]1[CH:8]=[CH:7][C:6]([C:9]2[CH:14]=[CH:13][C:12]([O:15][CH2:16][C@H:17]3[N:21]([CH2:22][CH2:23][CH2:24][C:25]4[CH:30]=[CH:29][CH:28]=[CH:27][CH:26]=4)[C:20](=[O:31])[C@H:19]([CH2:32][C:33]([O:35][CH3:36])=[O:34])[CH2:18]3)=[C:11]([N+:37]([O-])=O)[CH:10]=2)=[CH:5][CH:4]=1)#[N:2].CN(C)C=O>C(O)C.[Pd]>[NH2:37][C:11]1[CH:10]=[C:9]([C:6]2[CH:7]=[CH:8][C:3]([C:1]#[N:2])=[CH:4][CH:5]=2)[CH:14]=[CH:13][C:12]=1[O:15][CH2:16][C@H:17]1[N:21]([CH2:22][CH2:23][CH2:24][C:25]2[CH:30]=[CH:29][CH:28]=[CH:27][CH:26]=2)[C:20](=[O:31])[C@H:19]([CH2:32][C:33]([O:35][CH3:36])=[O:34])[CH2:18]1. Procedure details: 4 g of (3S,5S)-5-[(4'-cyano-3-nitro-4-biphenylyl)oxymethyl]-3-[(methoxycarbonyl)methyl]-1-(3-phenylpropyl)-2-pyrrolidinone are hydrogenated in 40 ml of ethanol and 10 ml of dimethylformamide with 1.5 g of palladium (10% on activated charcoal) under a hydrogen pressure of 3 bar at ambient temperature. After 40 minutes the catalyst is removed by suction filtering and the filtrate is evaporated down. The residue is divided between water and methylene chloride, the organic phase is separated off, dr... Reactants: CC(=O)C=O (pyruvic aldehyde), [N+](=O)([O-])C1=CC(=C(C=C1)N)N (4-nitro-1,2-phenylenediamine), C(C)(C)O (isopropanol). Solvent: O (water). Yields the product CC1=NC2=CC=C(C=C2N=C1)[N+](=O)[O-] (2-methyl-6-nitroquinoxaline). RXN SMILES: [CH3:1][C:2]([CH:4]=O)=O.[N+:6]([C:9]1[CH:14]=[CH:13][C:12]([NH2:15])=[C:11]([NH2:16])[CH:10]=1)([O-:8])=[O:7].C(O)(C)C>O>[CH3:1][C:2]1[CH:4]=[N:16][C:11]2[C:12](=[CH:13][CH:14]=[C:9]([N+:6]([O-:8])=[O:7])[CH:10]=2)[N:15]=1. Reported procedure: 15.3 ml (0.1 mol) of a 40% w/v aqueous solution of pyruvic aldehyde were added to a suspension of 15.3 g (0.1 mol) of 4-nitro-1,2-phenylenediamine in 800 ml of a 1:1 by volume mixture of isopropanol and water, and the resulting mixture was heated under reflux for 3 hours. At the end of this time, the mixture was cooled, and the crystals which had precipitated were collected by filtration and recrystallized from ethanol. The filtrate was concentrated by distillation under reduced pressure, and th... The reactants are COC(=O)c1ccc2c(C3CCCCC3)c[nH]c2c1, ClC(Cl)(Cl)Cl, O=C1CCC(=O)N1Br. Yields the product COC(=O)c1ccc2c(C3CCCCC3)c(Br)[nH]c2c1. RXN SMILES: [CH:1]1([c:7]2[cH:8][nH:9][c:10]3[cH:11][c:12]([C:16](=[O:17])[O:18][CH3:19])[cH:13][cH:14][c:15]23)[CH2:2][CH2:3][CH2:4][CH2:5][CH2:6]1.[Cl:28][C:29]([Cl:30])([Cl:31])[Cl:32].[O:20]=[C:21]1[N:22]([Br:27])[C:23](=[O:24])[CH2:25][CH2:26]1>>[CH:1]1([c:7]2[c:8]([Br:27])[nH:9][c:10]3[cH:11][c:12]([C:16](=[O:17])[O:18][CH3:19])[cH:13][cH:14][c:15]23)[CH2:2][CH2:3][CH2:4][CH2:5][CH2:6]1.